Dataset: the Open Reaction Database (ORD), a public repository of structured organic reaction records. Task: describe an organic reaction: reactants, conditions, products, and yield Run in C1CCOC1 (THF). Reaction SMILES: [CH3:1][C:2]1([CH3:33])[S:7](=[O:9])(=[O:8])[C@@H:6]2[CH2:10][C:11]([CH3:23])([CH3:22])[O:12][C:13]3[CH:18]=[CH:17][C:16]([N+:19]([O-])=O)=[CH:15][C:14]=3[C@@:5]2([CH3:24])[N:4]=[C:3]1[NH:25][C:26](=[O:32])[O:27][C:28]([CH3:31])([CH3:30])[CH3:29].N#N.[H][H]>C1COCC1.[Pd]>[NH2:19][C:16]1[CH:17]=[CH:18][C:13]2[O:12][C:11]([CH3:23])([CH3:22])[CH2:10][C@H:6]3[S:7](=[O:8])(=[O:9])[C:2]([CH3:33])([CH3:1])[C:3]([NH:25][C:26](=[O:32])[O:27][C:28]([CH3:29])([CH3:30])[CH3:31])=[N:4][C@:5]3([CH3:24])[C:14]=2[CH:15]=1. Starting materials: CC1(C(=N[C@]2([C@H](S1(=O)=O)CC(OC1=C2C=C(C=C1)[N+](=O)[O-])(C)C)C)NC(OC(C)(C)C)=O)C (tert-butyl ((4aR,11bR)-3,3,6,6,11b-pentamethyl-10-nitro-4,4-dioxido-4a,5,6,11b-tetrahydro-3H-benzo[6,7]oxepino[4,5-b][1,4]thiazin-2-yl)carbamate), N#N (N2), [H][H] (hydrogen). The reagents and catalysts are [Pd] (palladium), [Pd] (Pd on activated carbon). The product is NC=1C=CC2=C([C@@]3([C@H](S(C(C(=N3)NC(OC(C)(C)C)=O)(C)C)(=O)=O)CC(O2)(C)C)C)C1 (tert-butyl ((4aR,11bR)-10-amino-3,3,6,6,11b-pentamethyl-4,4-dioxido-4a,5,6,11b-tetrahydro-3H-benzo[6,7]oxepino[4,5-b][1,4]thiazin-2-yl)carbamate). Procedure: Solution of tert-butyl ((4aR,11bR)-3,3,6,6,11b-pentamethyl-10-nitro-4,4-dioxido-4a,5,6,11b-tetrahydro-3H-benzo[6,7]oxepino[4,5-b][1,4]thiazin-2-yl)carbamate (56 mg, 0.116 mmol) in THF (1.1 ml) was purged with N2, and hydrogenated under hydrogen balloon in the presence of palladium 10 wt. % Pd on activated carbon (37.1 mg, 0.035 mmol) for 4.5 h. The mixture was filtered through the plug of Celite, and the filter cake was washed with ethyl acetate. The combined filtrate was concentrated to afford ...